This data is from the Open Reaction Database (ORD), a public repository of structured organic reaction records. The task is: describe an organic reaction: reactants, conditions, products, and yield Reactants: C(C1=CC=CC=C1)N(CCO)C(C#N)C1=CC=C(C=C1)F ([Benzyl-(2-hydroxyethyl)-amino]-(4-fluorophenyl)-acetonitrile), Formula XI, CS(=O)C (dimethylsulfoxide). Run in petroleum ether. Reaction conditions: time 20 minute. Product: C(C1=CC=CC=C1)N(CCO)C(C(=O)N)C1=CC=C(C=C1)F (2-(N-Benzyl-N-(2-Hydroxyethyl)Amino)-2-(4-Fluorophenyl)Acetamide). As a reaction SMILES: [CH2:1]([N:8]([CH:12]([C:15]1[CH:20]=[CH:19][C:18]([F:21])=[CH:17][CH:16]=1)[C:13]#[N:14])[CH2:9][CH2:10][OH:11])[C:2]1[CH:7]=[CH:6][CH:5]=[CH:4][CH:3]=1.CS(C)=[O:24]>>[CH2:1]([N:8]([CH:12]([C:15]1[CH:20]=[CH:19][C:18]([F:21])=[CH:17][CH:16]=1)[C:13]([NH2:14])=[O:24])[CH2:9][CH2:10][OH:11])[C:2]1[CH:3]=[CH:4][CH:5]=[CH:6][CH:7]=1. Procedure: 5 g of [Benzyl-(2-hydroxyethyl)-amino]-(4-fluorophenyl)-acetonitrile of Formula XI and 15 ml of dimethylsulfoxide (DMSO) were charged in a clean and dry 4 neck round bottom flask followed by stirring for about 20 minutes. 3.8 g. of potassium carbonate was charged to the above reaction solution followed by addition of 7 ml of 50% hydrogen peroxide over about 30 minutes. The resultant reaction solution was stirred for about 2 hours, after completion of the reaction, reaction was quenched by adding... Starting materials: NC1=C(C(=C(C(N1)=S)C#N)C1=CC=CC=C1)C#N (6-amino-4-phenyl-2-thioxo-1,2-dihydro-pyridine-3,5-dicarbonitrile), C[O-].[Na+] (sodium methylate), CI (methyl iodide). Run in CO (methanol). Reaction conditions: temperature 0 celsius, time 16 hour. The product is NC1=NC(=C(C(=C1C#N)C1=CC=CC=C1)C#N)SC (2-amino-6-methylsulfanyl-4-phenyl-pyridine-3,5-dicarbonitrile). Yield: 50.1%. As a reaction SMILES: [NH2:1][C:2]1[NH:7][C:6](=[S:8])[C:5]([C:9]#[N:10])=[C:4]([C:11]2[CH:16]=[CH:15][CH:14]=[CH:13][CH:12]=2)[C:3]=1[C:17]#[N:18].[CH3:19][O-].[Na+].CI>CO>[NH2:1][C:2]1[C:3]([C:17]#[N:18])=[C:4]([C:11]2[CH:16]=[CH:15][CH:14]=[CH:13][CH:12]=2)[C:5]([C:9]#[N:10])=[C:6]([S:8][CH3:19])[N:7]=1 |f:1.2|. Procedure details: To a stirred solution of 0.19 g (0.75 mmol) 6-amino-4-phenyl-2-thioxo-1,2-dihydro-pyridine-3,5-dicarbonitrile in 25 ml methanol were added 0.14 ml (0.76 mmol) sodium methylate solutiuon (5.4M in methanol) and 0.09 ml (1.5 mmol) methyl iodide and stirring continued for 16 hours at room temperature. The reaction mixture was then cooled to 0° C. and the resulting crystals collected by filtration and washed with ether/methanol (3/1) to afford 0.1 g (50%) 2-amino-6-methylsulfanyl-4-phenyl-pyridine-3,... Reactants: [BH4-], CCn1nc(C)c(C(=O)c2ccccc2)c1Oc1ccc(OC)cc1, CO, [Na+], O. Yields the product CCn1nc(C)c(C(O)c2ccccc2)c1Oc1ccc(OC)cc1. As a reaction SMILES: [BH4-:26].[CH2:1]([CH3:2])[n:3]1[n:4][c:5]([CH3:25])[c:6]([C:17](=[O:18])[c:19]2[cH:20][cH:21][cH:22][cH:23][cH:24]2)[c:7]1[O:8][c:9]1[cH:10][cH:11][c:12]([O:15][CH3:16])[cH:13][cH:14]1.[CH3:29][OH:30].[Na+:27].[OH2:28]>>[CH2:1]([CH3:2])[n:3]1[n:4][c:5]([CH3:25])[c:6]([CH:17]([OH:18])[c:19]2[cH:20][cH:21][cH:22][cH:23][cH:24]2)[c:7]1[O:8][c:9]1[cH:10][cH:11][c:12]([O:15][CH3:16])[cH:13][cH:14]1. The reactants are [Br-], CCCC[N+](CCCC)(CCCC)CCCC, Cc1ccccc1, ClCC1CO1, [Na+], [OH-], O, CC1(C)CC(O)CC(C)(C)N1. The product is CC1(C)CC(OCC2CO2)CC(C)(C)N1. Reaction SMILES: [Br-:27].[CH3:28][CH2:29][CH2:30][CH2:31][N+:32]([CH2:33][CH2:34][CH2:35][CH3:36])([CH2:37][CH2:38][CH2:39][CH3:40])[CH2:41][CH2:42][CH2:43][CH3:44].[CH3:3][c:4]1[cH:5][cH:6][cH:7][cH:8][cH:9]1.[Cl:21][CH2:22][CH:23]1[CH2:24][O:25]1.[Na+:2].[OH-:1].[OH2:26].[OH:10][CH:11]1[CH2:12][C:13]([CH3:19])([CH3:20])[NH:14][C:15]([CH3:17])([CH3:18])[CH2:16]1>>[O:10]([CH:11]1[CH2:12][C:13]([CH3:19])([CH3:20])[NH:14][C:15]([CH3:17])([CH3:18])[CH2:16]1)[CH2:22][CH:23]1[CH2:24][O:25]1.